From a dataset of the Open Reaction Database (ORD), a public repository of structured organic reaction records. describe an organic reaction: reactants, conditions, products, and yield The reactants are 3-dimethylamino-1-(2-isopropyl-pyrazolo[1,5-a]pyridin-3-yl)-propenone, OCCCNC(=N)N (N-(3-hydroxy-propyl)-guanidine), C(C)(C)NC1=NC=CC(=N1)C=1C(=NN2C1C=CC=C2)C(C)C (Isopropyl-[4-(2-isopropylpyrazolo[1,5-a]pyridin-3-yl)-pyrimidin-2-yl]-amine). The product is C(C)(C)C1=NN2C(C=CC=C2)=C1C1=NC(=NC=C1)NCCCO (3-[4-(2-Isopropyl-pyrazolo[1,5-a]pyridin-3-yl)-pyrimidin-2-ylamino]-propan-1-ol). Reaction SMILES: [OH:1][CH2:2][CH2:3][CH2:4][NH:5][C:6]([NH2:8])=[NH:7].C(NC1N=[C:17]([C:19]2[C:20]([CH:28]([CH3:30])[CH3:29])=[N:21][N:22]3[CH:27]=[CH:26][CH:25]=[CH:24][C:23]=23)[CH:16]=[CH:15]N=1)(C)C>>[CH:28]([C:20]1[C:19]([C:17]2[CH:16]=[CH:15][N:8]=[C:6]([NH:5][CH2:4][CH2:3][CH2:2][OH:1])[N:7]=2)=[C:23]2[CH:24]=[CH:25][CH:26]=[CH:27][N:22]2[N:21]=1)([CH3:30])[CH3:29]. Procedure: 3-[4-(2-Isopropyl-pyrazolo[1,5-a]pyridin-3-yl)-pyrimidin-2-ylamino]-propan-1-ol was prepared from 3-dimethylamino-1-(2-isopropyl-pyrazolo[1,5-a]pyridin-3-yl)-propenone and N-(3-hydroxy-propyl)-guanidine following the method used in Step 4 of the synthesis of Isopropyl-[4-(2-isopropylpyrazolo[1,5-a]pyridin-3-yl)-pyrimidin-2-yl]-amine (Example 66), except preparative-HPLC purification was used in the place of recrystallization (166 mg, 18%). 1H-NMR (250 MHz, DMSO-d6) δ 8.85 (d, J=7.0 Hz, 1H), 8.44... Starting materials: CC(=O)O[BH-](OC(C)=O)OC(C)=O, CC(C)=O, NC1CCCC1, [Na+]. Product: CC(C)NC1CCCC1. As a reaction SMILES: [C:1]([O:2][BH-:3]([O:4][C:5](=[O:6])[CH3:7])[O:8][C:9](=[O:10])[CH3:11])(=[O:12])[CH3:13].[CH3:21][C:22]([CH3:23])=[O:24].[CH:15]1([NH2:20])[CH2:16][CH2:17][CH2:18][CH2:19]1.[Na+:14]>>[CH:15]1([NH:20][CH:22]([CH3:21])[CH3:23])[CH2:16][CH2:17][CH2:18][CH2:19]1. The reactants are [Al+3], COC(=O)c1ccc2c(c1)ncn2Cc1ccccc1, [H-], [H-], [H-], [H-], [Li+], [Na+], [Na+], C1CCOC1, O, O, O, O, O, O, O, O, O, O, O=S(=O)([O-])[O-]. The product is OCc1ccc2c(c1)ncn2Cc1ccccc1. Reaction SMILES: [Al+3:22].[CH2:1]([c:2]1[cH:3][cH:4][cH:5][cH:6][cH:7]1)[n:8]1[cH:9][n:10][c:11]2[c:12]1[cH:13][cH:14][c:15]([C:17](=[O:18])[O:19][CH3:20])[cH:16]2.[H-:21].[H-:24].[H-:25].[H-:26].[Li+:23].[Na+:42].[Na+:43].[O:44]1[CH2:45][CH2:46][CH2:47][CH2:48]1.[OH2:27].[OH2:28].[OH2:29].[OH2:30].[OH2:31].[OH2:32].[OH2:33].[OH2:34].[OH2:35].[OH2:36].[S:37]([O-:38])([O-:39])(=[O:40])=[O:41]>>[CH2:1]([c:2]1[cH:3][cH:4][cH:5][cH:6][cH:7]1)[n:8]1[cH:9][n:10][c:11]2[c:12]1[cH:13][cH:14][c:15]([CH2:17][OH:18])[cH:16]2. The reactants are C[Si](\C=C/C(C)O)(C)C (cis-4-(trimethylsilyl)-3-buten-2-ol), CC(=O)C.OS(=O)(=O)O.O=[Cr](=O)=O (Jones Reagent), [Cr](=O)(=O)(O)O (chromic acid), S(O)(O)(=O)=O (sulfuric acid). Solvent: O (water). The product is C[Si](/C=C/C(C)=O)(C)C (trans-4-(trimethylsilyl)-3-buten-2-one). As a reaction SMILES: [CH3:1][Si:2]([CH3:9])([CH3:8])/[CH:3]=[CH:4]\[CH:5]([OH:7])[CH3:6].CC(C)=O.OS(O)(=O)=O.O=[Cr](=O)=O.[Cr](O)(O)(=O)=O.S(=O)(=O)(O)O>O>[CH3:1][Si:2]([CH3:9])([CH3:8])/[CH:3]=[CH:4]/[C:5](=[O:7])[CH3:6] |f:1.2.3|. Procedure details: In a typical example, wherein R is acetyloxy and X is hydrogen, 3-butyne-2-ol (I) is reacted with butyl lithium and chlorotrimethylsilane and then with acid to give 4-(trimethylsilyl)-3-butyn-3-ol (II) which is hydrogenated in the presence of quinoline and benzene with palladium on barium sulfate as catalyst to give cis-4-(trimethylsilyl)-3-buten-2-ol (III). cis-4-(Trimethylsilyl)-3-buten-2-ol (III) is treated with Jones Reagent (a solution of chromic acid and sulfuric acid in water) at a temper...